This data is from the Open Reaction Database (ORD), a public repository of structured organic reaction records. The task is: describe an organic reaction: reactants, conditions, products, and yield Yields the product Nc1ccc(C(=O)N2Cc3ccc(Cl)n3Cc3ccccc32)cc1. Starting materials: CCO, O=C(c1ccc(N[N+](=O)[O-])cc1)N1Cc2ccc(Cl)n2Cc2ccccc21, NN. Reaction SMILES: [CH2:30]([OH:31])[CH3:32].[Cl:1][c:2]1[cH:3][cH:4][c:5]2[n:11]1[CH2:10][c:9]1[c:8]([cH:15][cH:14][cH:13][cH:12]1)[N:7]([C:16]([c:17]1[cH:18][cH:19][c:20]([NH:23][N+:24]([O-:25])=[O:26])[cH:21][cH:22]1)=[O:27])[CH2:6]2.[NH2:28][NH2:29]>>[Cl:1][c:2]1[cH:3][cH:4][c:5]2[n:11]1[CH2:10][c:9]1[c:8]([cH:15][cH:14][cH:13][cH:12]1)[N:7]([C:16]([c:17]1[cH:18][cH:19][c:20]([NH2:23])[cH:21][cH:22]1)=[O:27])[CH2:6]2. The reactants are CN (methylamine), TEA, CN(C)C(=[N+](C)C)ON1C2=C(C=CC=C2)N=N1.[B-](F)(F)(F)F (TBTU), ClC1=CC=C(CN(C(=O)C2(N(CC2)C(CC2=CC(=CC(=C2)C)C)=O)C)CC(=O)O)C=C1 (((4-chloro-benzyl)-{1-[2-(3,5-dimethyl-phenyl)-acetyl]-2-methyl-azetidine-2-carbonyl}-amino)-acetic acid), compound 49, CN (methylamine), TEA, CN(C)C(=[N+](C)C)ON1C2=C(C=CC=C2)N=N1.[B-](F)(F)(F)F (TBTU). The solvent is CN(C)C=O (DMF). Run at temperature 20 celsius, time 15 hour. Yields the product ClC1=CC=C(CN(C(=O)C2(N(CC2)C(CC2=CC(=CC(=C2)C)C)=O)C)CC(NC)=O)C=C1 (1-[2-(3,5-dimethyl-phenyl)-acetyl]-2-methyl-azetidine-2-carboxylic acid (4-chloro-benzyl)-methylcarbamoylmethyl-amide). As a reaction SMILES: [Cl:1][C:2]1[CH:31]=[CH:30][C:5]([CH2:6][N:7]([CH2:26][C:27](O)=[O:28])[C:8]([C:10]2([CH3:25])[CH2:13][CH2:12][N:11]2[C:14](=[O:24])[CH2:15][C:16]2[CH:21]=[C:20]([CH3:22])[CH:19]=[C:18]([CH3:23])[CH:17]=2)=[O:9])=[CH:4][CH:3]=1.CN.[CH3:34][N:35](C(ON1N=NC2C=CC=CC1=2)=[N+](C)C)C.[B-](F)(F)(F)F>CN(C=O)C>[Cl:1][C:2]1[CH:3]=[CH:4][C:5]([CH2:6][N:7]([CH2:26][C:27](=[O:28])[NH:35][CH3:34])[C:8]([C:10]2([CH3:25])[CH2:13][CH2:12][N:11]2[C:14](=[O:24])[CH2:15][C:16]2[CH:17]=[C:18]([CH3:23])[CH:19]=[C:20]([CH3:22])[CH:21]=2)=[O:9])=[CH:30][CH:31]=1 |f:2.3|. Procedure details: To a solution of ((4-chloro-benzyl)-{1-[2-(3,5-dimethyl-phenyl)-acetyl]-2-methyl-azetidine-2-carbonyl}-amino)-acetic acid, compound 49 (1 eq.) in DMF were added methylamine (33% w/w in EtOH) (1 eq.), TEA (1 eq.) and TBTU (1 eq.). The reaction was stirred at 20° C. for 15 h. The reaction was carried on with addition of methylamine (33% w/w in EtOH), TEA (1 eq.) and TBTU (1 eq.), then stirring at 20° C. for 15 h. The crude was concentrated under reduced pressure then partitioned between water and ...